This data is from the Open Reaction Database (ORD), a public repository of structured organic reaction records. The task is: describe an organic reaction: reactants, conditions, products, and yield The reactants are Bis(dibenzylidineacetone)palladium, (2′-dicyclohexyl phosphanyl-biphenyl-2-yl)-dimethylamine, CC(C)([O-])C.[K+] (Potassium tert-butoxide), C1NCCC2=CC=CC=C12 (1,2,3,4-tetrahydroisoquinoline), BrC1=CC(=C(C(=C1)C)NC(CC(C)(C)C)=O)C (N-(4-bromo-2,6-dimethyl-phenyl)-3,3-dimethyl-butanamide). Reported procedure: Bis(dibenzylidineacetone)palladium (2 mg, 0.0035 mmol) and (2′-dicyclohexyl phosphanyl-biphenyl-2-yl)-dimethylamine (3.3 mg, 0.0084 mmol) were added to dry toluene (10 mL purged with argon) and stirred for 15 minutes under argon. Potassium tert-butoxide (150 mg, 1.34 mmol), 1,2,3,4-tetrahydroisoquinoline (107 mg, 0.8 mmol) and N-(4-bromo-2,6-dimethyl-phenyl)-3,3-dimethyl-butanamide (200 mg, 0.67 mmol) were then added, and the reaction mixture was stirred at 90° C. overnight. The reaction mixture... Reaction SMILES: CC(C)([O-])C.[K+].[CH2:7]1[C:16]2[C:11](=[CH:12][CH:13]=[CH:14][CH:15]=2)[CH2:10][CH2:9][NH:8]1.Br[C:18]1[CH:23]=[C:22]([CH3:24])[C:21]([NH:25][C:26](=[O:32])[CH2:27][C:28]([CH3:31])([CH3:30])[CH3:29])=[C:20]([CH3:33])[CH:19]=1>C1(C)C=CC=CC=1>[CH2:7]1[C:16]2[C:11](=[CH:12][CH:13]=[CH:14][CH:15]=2)[CH2:10][CH2:9][N:8]1[C:18]1[CH:23]=[C:22]([CH3:24])[C:21]([NH:25][C:26](=[O:32])[CH2:27][C:28]([CH3:29])([CH3:30])[CH3:31])=[C:20]([CH3:33])[CH:19]=1 |f:0.1|. Solvent: C1(=CC=CC=C1)C (toluene). Product: C1N(CCC2=CC=CC=C12)C1=CC(=C(C(=C1)C)NC(CC(C)(C)C)=O)C (N-(4-(3,4-dihydroisoquinolin-2(1H)-yl)-2,6-dimethylphenyl)-3,3-dimethylbutanamide). Run at time 15 minute. Starting materials: FC1=CC=C(C=C1)C1=CC2CCC(C1)N2C ((±)-3-(4-fluorophenyl)-8-methyl-8-azabicyclo[3.2.1]oct-2-ene), ClC(=O)OC(C)Cl (1-chloroethyl chloroformate), C(CC(=O)O)(=O)O (malonic acid). Solvent: C(C)(C)O (isopropanol). Product: C(CC(=O)O)(=O)O.FC1=CC=C(C=C1)C1=CC2CCC(C1)N2 ((±)-3-(4-Fluorophenyl)-8-azabicyclo[3.2.1]oct-2-ene Malonate). As a reaction SMILES: [F:1][C:2]1[CH:7]=[CH:6][C:5]([C:8]2[CH2:14][CH:13]3[N:15](C)[CH:10]([CH2:11][CH2:12]3)[CH:9]=2)=[CH:4][CH:3]=1.ClC(OC(Cl)C)=O.[C:24]([OH:30])(=[O:29])[CH2:25][C:26]([OH:28])=[O:27]>C(O)(C)C>[C:24]([OH:30])(=[O:29])[CH2:25][C:26]([OH:28])=[O:27].[F:1][C:2]1[CH:3]=[CH:4][C:5]([C:8]2[CH2:9][CH:10]3[NH:15][CH:13]([CH2:12][CH2:11]3)[CH:14]=2)=[CH:6][CH:7]=1 |f:4.5|. Procedure: The title compound was prepared from (±)-3-(4-fluorophenyl)-8-methyl-8-azabicyclo[3.2.1]oct-2-ene (1.6 g, 7.37 mmol) and 1-chloroethyl chloroformate (1.2 mL, 1.6g, 11 mmol). The free base of the title compound was dissolved in isopropanol and added malonic acid (0.43 g, 4.1 mmol), the title compound precipitated from this solution and was isolated by filtration. Yield 1.14 g (50%) m.p. 132.2-132.6° C. Starting materials: N1=CC(=CC=C1)OCC1N(CCN(C1)C(=O)OC(C)(C)C)C(=O)OC1CCN(CC1)C(=O)OCC1=CC=CC=C1 (1-(1-(benzyloxycarbonyl)piperidin-4-yl) 4-tert-butyl 2-((pyridin-3-yloxy)methyl)piperazine-1,4-dicarboxylate), C(=O)[O-].[NH4+] (ammonium formate). The reagents and catalysts are [OH-].[OH-].[Pd+2] (Palladium hydroxide on carbon). Solvent: CCO (EtOH). Conditions: temperature 70 celsius. The product is N1=CC(=CC=C1)OCC1N(CCN(C1)C(=O)OC(C)(C)C)C(=O)OC1CCNCC1 (4-tert-butyl 1-piperidin-4-yl 2-((pyridin-3-yloxy)methyl)piperazine-1,4-dicarboxylate). RXN SMILES: [N:1]1[CH:6]=[CH:5][CH:4]=[C:3]([O:7][CH2:8][CH:9]2[CH2:14][N:13]([C:15]([O:17][C:18]([CH3:21])([CH3:20])[CH3:19])=[O:16])[CH2:12][CH2:11][N:10]2[C:22]([O:24][CH:25]2[CH2:30][CH2:29][N:28](C(OCC3C=CC=CC=3)=O)[CH2:27][CH2:26]2)=[O:23])[CH:2]=1.C([O-])=O.[NH4+]>CCO.[OH-].[OH-].[Pd+2]>[N:1]1[CH:6]=[CH:5][CH:4]=[C:3]([O:7][CH2:8][CH:9]2[CH2:14][N:13]([C:15]([O:17][C:18]([CH3:21])([CH3:19])[CH3:20])=[O:16])[CH2:12][CH2:11][N:10]2[C:22]([O:24][CH:25]2[CH2:30][CH2:29][NH:28][CH2:27][CH2:26]2)=[O:23])[CH:2]=1 |f:1.2,4.5.6|. Reported procedure: Palladium hydroxide on carbon (˜10% Pd, 84 mg, 0.06 mmol) was added to a mixture of 1-(1-(benzyloxycarbonyl)piperidin-4-yl) 4-tert-butyl 2-((pyridin-3-yloxy)methyl)piperazine-1,4-dicarboxylate (0.665 g, 1.20 mmol) and ammonium formate (0.151 g, 2.40 mmol) in EtOH (10 mL). The reaction mixture was heated to 70° C. for 2 h. Upon cooling to rt, the reaction mixture was filtered though Celite®, and the filtrate was concentrated under reduced pressure. This gave 0.5278 g of crude product. LC-MS: RT=4... Reactants: N1(C=NC=C1)C[C@H](C1=CC=CC=C1)OC1=C(C=2CCCC(C2C=C1)=O)CS(=O)(=O)C=1C=C(C(=O)O)C=CC1 (3-{[(2-{[(1S)-2-(1H-imidazol-1-yl)-1-phenylethyl]oxy}-5-oxo-5,6,7,8-tetrahydro-1-naphthalenyl)methyl]sulfonyl}benzoic acid), NCC(C)O (1-amino-2-propanol). Yields the product OC(CNC(C1=CC(=CC=C1)S(=O)(=O)CC1=C(C=CC=2C(CCCC12)=O)O[C@H](CN1C=NC=C1)C1=CC=CC=C1)=O)C (N-(2-Hydroxypropyl)-3-{[(2-{[(1S)-2-(1H-imidazol-1-yl)-1-phenylethyl]oxy}-5-oxo-5,6,7,8-tetrahydro-1-naphthalenyl)methyl]sulfonyl}benzamide). The yield is 45.9%. Reaction SMILES: [N:1]1([CH2:6][C@@H:7]([O:14][C:15]2[CH:24]=[CH:23][C:22]3[C:21](=[O:25])[CH2:20][CH2:19][CH2:18][C:17]=3[C:16]=2[CH2:26][S:27]([C:30]2[CH:31]=[C:32]([CH:36]=[CH:37][CH:38]=2)[C:33](O)=[O:34])(=[O:29])=[O:28])[C:8]2[CH:13]=[CH:12][CH:11]=[CH:10][CH:9]=2)[CH:5]=[CH:4][N:3]=[CH:2]1.[NH2:39][CH2:40][CH:41]([OH:43])[CH3:42]>>[OH:43][CH:41]([CH3:42])[CH2:40][NH:39][C:33](=[O:34])[C:32]1[CH:36]=[CH:37][CH:38]=[C:30]([S:27]([CH2:26][C:16]2[C:17]3[CH2:18][CH2:19][CH2:20][C:21](=[O:25])[C:22]=3[CH:23]=[CH:24][C:15]=2[O:14][C@@H:7]([C:8]2[CH:13]=[CH:12][CH:11]=[CH:10][CH:9]=2)[CH2:6][N:1]2[CH:5]=[CH:4][N:3]=[CH:2]2)(=[O:29])=[O:28])[CH:31]=1. Procedure: Using the method in Example 172, 3-{[(2-{[(1S)-2-(1H-imidazol-1-yl)-1-phenylethyl]oxy}-5-oxo-5,6,7,8-tetrahydro-1-naphthalenyl)methyl]sulfonyl}benzoic acid (53 mg, 0.10 mmol, 0.20M in DMF) and 1-amino-2-propanol (23 mg, 0.30 mmol, 0.6M in DMF) were combined to give 27 mg of the desired compound: Low resolution mass spectrum (LC-MS, APCI) m/z 588 [M+H]+.